Dataset: the Open Reaction Database (ORD), a public repository of structured organic reaction records. Task: describe an organic reaction: reactants, conditions, products, and yield Starting materials: BrC=1C=CC(=C(C=O)C1)OC (5-bromo-2 methoxybenzaldehyde), OO (hydrogen peroxide), S(O)(O)(=O)=O (sulfuric acid). The solvent is CO (methanol). Run at temperature 70 celsius, time 60 hour. The product is BrC=1C=CC(=C(C1)O)OC (5-Bromo-2-methoxyphenol). The yield is 115.9%. Reaction SMILES: [Br:1][C:2]1[CH:3]=[CH:4][C:5]([O:10][CH3:11])=[C:6]([CH:9]=1)C=O.OO.S(=O)(=O)(O)[OH:15]>CO>[Br:1][C:2]1[CH:3]=[CH:4][C:5]([O:10][CH3:11])=[C:6]([OH:15])[CH:9]=1. Procedure details: To a solution of 5-bromo-2 methoxybenzaldehyde (32.25 g, 0.15 mol) in methanol (300 ml) was added hydrogen peroxide (38 ml of 30% aqueous solution, 0.34 mol) and concentrated sulfuric acid (7 ml, 0.13 mol). The resulting solution was heated at 70° C. for 3 hr. and allowed to cool to room temperature. Stirring was continued for 60 hr. and the reaction mixture was concentrated under reduce pressure. The residue was partitioned between ether and water and the organic extract was washed with slightl...